Dataset: the Open Reaction Database (ORD), a public repository of structured organic reaction records. Task: describe an organic reaction: reactants, conditions, products, and yield Reactants: CCN(C(C)C)C(C)C, C=C(Cl)C#N, N=C(Nc1ccc(Cl)cc1)c1ccc(Cl)cc1Cl, N#N, C1CCOC1. The product is N#CC1CN(c2ccc(Cl)cc2)C(c2ccc(Cl)cc2Cl)=N1. RXN SMILES: [CH:24]([N:25]([CH2:26][CH3:27])[CH:28]([CH3:29])[CH3:30])([CH3:31])[CH3:32].[Cl:19][C:20]([C:21]#[N:22])=[CH2:23].[Cl:1][c:2]1[cH:3][cH:4][c:5]([NH:8][C:9](=[NH:10])[c:11]2[c:12]([Cl:18])[cH:13][c:14]([Cl:17])[cH:15][cH:16]2)[cH:6][cH:7]1.[N:33]#[N:34].[O:35]1[CH2:36][CH2:37][CH2:38][CH2:39]1>>[Cl:1][c:2]1[cH:3][cH:4][c:5]([N:8]2[C:9]([c:11]3[c:12]([Cl:18])[cH:13][c:14]([Cl:17])[cH:15][cH:16]3)=[N:10][CH:20]([C:21]#[N:22])[CH2:23]2)[cH:6][cH:7]1. Starting materials: CCO, Fc1cc2ncc(Cl)nc2cc1F, NN. The product is NNc1cnc2cc(F)c(F)cc2n1. RXN SMILES: [CH3:16][CH2:17][OH:18].[Cl:1][c:2]1[n:3][c:4]2[cH:5][c:6]([F:13])[c:7]([F:12])[cH:8][c:9]2[n:10][cH:11]1.[NH2:14][NH2:15]>>[c:2]1([NH:14][NH2:15])[n:3][c:4]2[cH:5][c:6]([F:13])[c:7]([F:12])[cH:8][c:9]2[n:10][cH:11]1.